From a dataset of the Open Reaction Database (ORD), a public repository of structured organic reaction records. describe an organic reaction: reactants, conditions, products, and yield The reactants are C1CCOC1, CO, O=C(Oc1ccc([N+](=O)[O-])cc1)N1CCc2ccccc2C1c1ccc(C(F)(F)F)cc1, [H-], N#Cc1cc(N)ccc1F, [Na+], O. The product is N#Cc1cc(NC(=O)N2CCc3ccccc3C2c2ccc(C(F)(F)F)cc2)ccc1F. RXN SMILES: [CH2:46]1[O:47][CH2:48][CH2:49][CH2:50]1.[CH3:51][OH:52].[F:13][C:14]([c:15]1[cH:16][cH:17][c:18]([CH:21]2[N:22]([C:31](=[O:32])[O:33][c:34]3[cH:35][cH:36][c:37]([N+:38]([O-:39])=[O:40])[cH:41][cH:42]3)[CH2:23][CH2:24][c:25]3[cH:26][cH:27][cH:28][cH:29][c:30]32)[cH:19][cH:20]1)([F:43])[F:44].[H-:11].[NH2:1][c:2]1[cH:3][cH:4][c:5]([F:10])[c:6]([C:7]#[N:8])[cH:9]1.[Na+:12].[OH2:45]>>[NH:1]([c:2]1[cH:3][cH:4][c:5]([F:10])[c:6]([C:7]#[N:8])[cH:9]1)[C:31]([N:22]1[CH:21]([c:18]2[cH:17][cH:16][c:15]([C:14]([F:13])([F:43])[F:44])[cH:20][cH:19]2)[c:30]2[c:25]([cH:26][cH:27][cH:28][cH:29]2)[CH2:24][CH2:23]1)=[O:32]. The reactants are [H-].[Na+] (sodium hydride), N1C(=O)NC(=O)C(C)=C1 (thymine), BrC[C@H]1CC[C@@H](O1)P(=O)OCC (trans-5-bromomethyl-2-ethoxyphosphinoyl-tetrahydrofuran). Solvent: CN(C)C=O (DMF), CN(C)C=O (DMF). Reaction conditions: time 30 minute. The product is C(C)N1C(=O)NC(=O)C(C)=C1 (N1 -ethyl thymine). The yield is 25.8%. As a reaction SMILES: [NH:1]1[CH:9]=[C:7]([CH3:8])[C:5](=[O:6])[NH:4][C:2]1=[O:3].[H-].[Na+].Br[CH2:13][C@@H:14]1O[C@@H](P(OCC)=O)CC1>CN(C=O)C>[CH2:13]([N:1]1[CH:9]=[C:7]([CH3:8])[C:5](=[O:6])[NH:4][C:2]1=[O:3])[CH3:14] |f:1.2|. Procedure details: To a stirring suspension of thymine (536 mg, 4.18 mmol) in dry DMF (5 mL) was added sodium hydride (60% oil dispersion, 167 mg, 4.18 mmol). After stirring the mixture for 30 min at room temperature, a solution of trans-5-bromomethyl-2-ethoxyphosphinoyl-tetrahydrofuran (example 66) (630 mg, 2.09 mmol) in DMF (3 mL) was added via cannula. The mixture was then stirred at 90° C. for 18 h after which the mixture was cooled and quenched with saturated ammonium chloride (5 mL). The volatiles were remov... Starting materials: FC(C1=CC=C(C=C1)C1=NN=C(O1)C1=CC=C(C(=O)OC)C=C1)(F)F (methyl 4-[5-(4-trifluoromethylphenyl)-1,3,4-oxadiazol-2-yl]benzoate), [OH-].[Na+] (sodium hydroxide), Cl (hydrochloric acid). Run in O1CCCC1 (tetrahydrofuran). Product: FC(C1=CC=C(C=C1)C1=NN=C(O1)C1=CC=C(C(=O)O)C=C1)(F)F (4-[5-(4-trifluoromethylphenyl)-1,3,4-oxadiazol-2-yl]benzoic acid). Isolated yield 92.5%. As a reaction SMILES: [F:1][C:2]([F:25])([F:24])[C:3]1[CH:8]=[CH:7][C:6]([C:9]2[O:13][C:12]([C:14]3[CH:23]=[CH:22][C:17]([C:18]([O:20]C)=[O:19])=[CH:16][CH:15]=3)=[N:11][N:10]=2)=[CH:5][CH:4]=1.[OH-].[Na+].Cl>O1CCCC1>[F:25][C:2]([F:1])([F:24])[C:3]1[CH:8]=[CH:7][C:6]([C:9]2[O:13][C:12]([C:14]3[CH:23]=[CH:22][C:17]([C:18]([OH:20])=[O:19])=[CH:16][CH:15]=3)=[N:11][N:10]=2)=[CH:5][CH:4]=1 |f:1.2|. Procedure: A mixture of methyl 4-[5-(4-trifluoromethylphenyl)-1,3,4-oxadiazol-2-yl]benzoate (0.800 g), 1 M aqueous sodium hydroxide solution (4.6 ml) and tetrahydrofuran (5 ml) was heated under reflux for 1.5 hrs. After cooling, 1 M hydrochloric acid was added to acidify the mixture. The crystals were collected by filtration to give 4-[5-(4-trifluoromethylphenyl)-1,3,4-oxadiazol-2-yl]benzoic acid (0.71 g, yield 92%). Recrystallization from hexane-ethyl acetate gave colorless prism crystals. melting point: ...